This data is from the Open Reaction Database (ORD), a public repository of structured organic reaction records. The task is: describe an organic reaction: reactants, conditions, products, and yield As a reaction SMILES: Cl.[CH3:2][CH:3]([O:5][C:6]1[CH:13]=[CH:12][C:11]([C:14]2[O:18][N:17]=[C:16]([C:19]3[CH:29]=[CH:28][C:22]4[CH2:23][CH2:24][NH:25][CH2:26][CH2:27][C:21]=4[CH:20]=3)[N:15]=2)=[CH:10][C:7]=1[C:8]#[N:9])[CH3:4].CCN(C(C)C)C(C)C.Br[CH2:40][CH2:41][CH2:42][C:43]([O:45][CH2:46][CH3:47])=[O:44]>CN(C=O)C>[C:8]([C:7]1[CH:10]=[C:11]([C:14]2[O:18][N:17]=[C:16]([C:19]3[CH:29]=[CH:28][C:22]4[CH2:23][CH2:24][N:25]([CH2:40][CH2:41][CH2:42][C:43]([O:45][CH2:46][CH3:47])=[O:44])[CH2:26][CH2:27][C:21]=4[CH:20]=3)[N:15]=2)[CH:12]=[CH:13][C:6]=1[O:5][CH:3]([CH3:2])[CH3:4])#[N:9] |f:0.1|. Procedure: 2-[(1-Methylethyl)oxy]-5-[3-(2,3,4,5-tetrahydro-1H-3-benzazepin-7-yl)-1,2,4-oxadiazol-5-yl]benzonitrile hydrochloride (Example 18) (200 mg, 0.534 mmol), DIPEA (0.327 ml, 1.869 mmol) and ethyl 4-bromobutanoate (0.153 ml, 1.068 mmol) were stirred at room temperature in DMF (10 ml) for 5 hours, the reaction mixture then heated to 60° C. for 5 h, the reaction mixture was allowed to stand overnight at room temperature, further ethyl 4-bromobutanoate (0.076 ml, 0.534 mmol) was added and the reaction m... Yields the product C(#N)C=1C=C(C=CC1OC(C)C)C1=NC(=NO1)C1=CC2=C(CCN(CC2)CCCC(=O)OCC)C=C1 (Ethyl 4-[7-(5-{3-cyano-4-[(1-methylethyl)oxy]phenyl}-1,2,4-oxadiazol-3-yl)-1,2,4,5-tetrahydro-3H-3-benzazepin-3-yl]butanoate). Run in CN(C)C=O (DMF). The reactants are BrCCCC(=O)OCC (ethyl 4-bromobutanoate), Cl.CC(C)OC1=C(C#N)C=C(C=C1)C1=NC(=NO1)C1=CC2=C(CCNCC2)C=C1 (2-[(1-Methylethyl)oxy]-5-[3-(2,3,4,5-tetrahydro-1H-3-benzazepin-7-yl)-1,2,4-oxadiazol-5-yl]benzonitrile hydrochloride), CCN(C(C)C)C(C)C (DIPEA), BrCCCC(=O)OCC (ethyl 4-bromobutanoate). The yield is 75.3%. Run at temperature 60 celsius, time 8 hour. Reactants: S1C=C(C=C1)C(=O)O (3-Thiophenecarboxylic acid), S(O)(O)(=O)=O (sulfuric acid), [N+](=O)(O)[O-] (nitric acid), [OH-].[Na+] (sodium hydroxide), ice water. Conditions: time 30 minute. The product is [N+](=O)([O-])C1=CC(=CS1)C(=O)O (5-nitro-3-thiophenecarboxylic acid). Reaction SMILES: [S:1]1[CH:5]=[CH:4][C:3]([C:6]([OH:8])=[O:7])=[CH:2]1.S(=O)(=O)(O)O.[OH-].[Na+].[N+:16]([O-])([OH:18])=[O:17]>>[N+:16]([C:5]1[S:1][CH:2]=[C:3]([C:6]([OH:8])=[O:7])[CH:4]=1)([O-:18])=[O:17] |f:2.3|. Reported procedure: 3-Thiophenecarboxylic acid (5.12 g) was added portionwise to a mixture of nitric acid (20 ml) and sulfuric acid (11.5 ml) below 5° C. The mixture was stirred at the same temperature for 30 minutes, and poured into ice water. The mixture was alkalified with 1N sodium hydroxide and washed with diethyl ether. The aqueous layer was acidified with 1N hydrochloric acid and extracted with ethyl acetate. The extract was dried over anhydrous magnesium sulfate and concentrated under reduced pressure. The ... Starting materials: ICC[C@@H](O)C1=CC=CC=C1 ((R)-3-iodo-1-phenylpropanol), [I-].[Na+] (sodium iodide), CN (methylamine), C(C)(C)O (isopropanol), O.O.C(C(=O)O)(=O)O (oxalic acid dihydrate). The solvent is O1CCCC1 (tetrahydrofuran). Reaction conditions: time 2 hour. Product: C(C(=O)O)(=O)O.CNCC[C@H](C1=CC=CC=C1)O.CNCC[C@@H](O)C1=CC=CC=C1 ((R)—N-methyl-3-hydroxy-3-phenylpropylamine hemioxalate salt). RXN SMILES: I[CH2:2][CH2:3][C@H:4]([C:6]1[CH:11]=[CH:10][CH:9]=[CH:8][CH:7]=1)[OH:5].[I-].[Na+].C(O)(C)C.O.O.[C:20]([OH:25])(=[O:24])[C:21]([OH:23])=[O:22].[CH3:26][NH2:27]>O1CCCC1>[C:20]([OH:25])(=[O:24])[C:21]([OH:23])=[O:22].[CH3:26][NH:27][CH2:2][CH2:3][C@@H:4]([OH:5])[C:6]1[CH:11]=[CH:10][CH:9]=[CH:8][CH:7]=1.[CH3:26][NH:27][CH2:2][CH2:3][C@H:4]([C:6]1[CH:11]=[CH:10][CH:9]=[CH:8][CH:7]=1)[OH:5] |f:1.2,4.5.6,9.10.11|. Reported procedure: A solution of (R)-3-iodo-1-phenylpropanol (5.0 g, 19 mmol) and catalytic amount of sodium iodide in tetrahydrofuran (20 mL) and 40% aqueous methylamine (40 mL) was stirred at room temperature for 5 hours. The reaction mixture was evaporated to 15 mL and the pH of the solution was adjusted to pH>12 via the addition of aqueous NaOH solution. The mixture was then twice extracted with toluene and the combined extracts were washed with brine. The toluene layer was evaporated to dryness and the residu...